From a dataset of the Open Reaction Database (ORD), a public repository of structured organic reaction records. describe an organic reaction: reactants, conditions, products, and yield Starting materials: C1(CCCC1)C1(CC(CC(O1)=O)=O)CCC1=CC(=C(C=C1)OC(C)C)F (6-Cyclopentyl-6-[2-(3-fluoro-4-isopropoxy-phenyl)-ethyl]-dihydro-pyran-2,4-dione), CC1=CC(=NO1)C=O (5-Methyl-isoxazole-3-carbaldehyde), [Al+3].[Cl-].[Cl-].[Cl-] (AlCl3). Product: C1(CCCC1)C1(CC(=C(C(O1)=O)CC1=NOC(=C1)C)O)CCC1=CC(=C(C=C1)OC(C)C)F (6-Cyclopentyl-6-[2-(3-fluoro 4-isopropoxy-phenyl)-ethyl]-4-hydroxy-3-(5-methyl-isoxazol-3-ylmethyl)-5,6-dihydro-pyran-2-one). Reaction SMILES: [CH:1]1([C:6]2([CH2:14][CH2:15][C:16]3[CH:21]=[CH:20][C:19]([O:22][CH:23]([CH3:25])[CH3:24])=[C:18]([F:26])[CH:17]=3)[O:11][C:10](=[O:12])[CH2:9][C:8](=[O:13])[CH2:7]2)[CH2:5][CH2:4][CH2:3][CH2:2]1.[CH3:27][C:28]1[O:32][N:31]=[C:30]([CH:33]=O)[CH:29]=1.[Al+3].[Cl-].[Cl-].[Cl-]>>[CH:1]1([C:6]2([CH2:14][CH2:15][C:16]3[CH:21]=[CH:20][C:19]([O:22][CH:23]([CH3:24])[CH3:25])=[C:18]([F:26])[CH:17]=3)[O:11][C:10](=[O:12])[C:9]([CH2:33][C:30]3[CH:29]=[C:28]([CH3:27])[O:32][N:31]=3)=[C:8]([OH:13])[CH2:7]2)[CH2:5][CH2:4][CH2:3][CH2:2]1 |f:2.3.4.5|. Procedure: The title compound was prepared by coupling 6-Cyclopentyl-6-[2-(3-fluoro-4-isopropoxy-phenyl)-ethyl]-dihydro-pyran-2,4-dione from Step 1 of Example B(14), to 5-Methyl-isoxazole-3-carbaldehyde using the AlCl3/reduction procedure described for Example B(13).